From a dataset of the Open Reaction Database (ORD), a public repository of structured organic reaction records. describe an organic reaction: reactants, conditions, products, and yield The reactants are OC1=C(C([C@](C2=CC=CC=C12)(CCC(C)C)C)=O)C1=NS(C2=C(N1)C=CC(=C2)NC(OC(C)(C)C)=O)(=O)=O (tert-butyl 3-[(4S)-1-hydroxy-4-methyl-4-(3-methylbutyl)-3-oxo-3,4-dihydronaphthalen-2-yl]-1,1-dioxido-4H-1,2,4-benzothiadiazin-7-ylcarbamate), Cl (hydrochloric acid). The solvent is O1CCOCC1 (1,4-dioxane). The product is Cl.NC1=CC2=C(NC(=NS2(=O)=O)C=2C([C@](C3=CC=CC=C3C2O)(CCC(C)C)C)=O)C=C1 ((1S)-3-(7-amino-1,1-dioxido-4H-1,2,4-benzothiadiazin-3-yl)-4-hydroxy-1-methyl-1-(3-methylbutyl)naphthalen-2(1H)-one hydrochloride). The yield is 99.0%. As a reaction SMILES: [OH:1][C:2]1[C:11]2[C:6](=[CH:7][CH:8]=[CH:9][CH:10]=2)[C@:5]([CH3:17])([CH2:12][CH2:13][CH:14]([CH3:16])[CH3:15])[C:4](=[O:18])[C:3]=1[C:19]1[NH:24][C:23]2[CH:25]=[CH:26][C:27]([NH:29]C(=O)OC(C)(C)C)=[CH:28][C:22]=2[S:21](=[O:38])(=[O:37])[N:20]=1.[ClH:39]>O1CCOCC1>[ClH:39].[NH2:29][C:27]1[CH:26]=[CH:25][C:23]2[NH:24][C:19]([C:3]3[C:4](=[O:18])[C@@:5]([CH3:17])([CH2:12][CH2:13][CH:14]([CH3:16])[CH3:15])[C:6]4[C:11]([C:2]=3[OH:1])=[CH:10][CH:9]=[CH:8][CH:7]=4)=[N:20][S:21](=[O:38])(=[O:37])[C:22]=2[CH:28]=1 |f:3.4|. Procedure details: A solution of Example 40G (3.24, 6.00 mmol) in 4M hydrochloric acid in 1,4-dioxane (10 mL) was stirred at 25° C. for 1 hour. The solution was concentrated in vacuo and the residue was triturated in diethyl ether to give the title compound (2.86 g, 99%). 1H NMR (300 MHz, DMSO-d6): δ ppm 0.42 (m, 1H) 0.74 (m, 7H) 1.32 (m, 1H) 1.58 (m, 3H) 2.15 (m, 2H) 7.07 (m, 2H) 7.51 (m, 2H) 7.77 (m, 2H) 8.16 (m, 1H) 13.57 (m, 1H). MS (ESI−) m/z 438 (M−H)−. Starting materials: CC1=CC=NO1 (5-methylisoxazole), C(C)(C)[N-]C(C)C.[Li+] (lithium diisopropylamide), [Li]CCCC (n-BuLi), C(C)(C)NC(C)C (diisopropylamine), CSC=1SCCN1 (4,5-dihydro-2-methylthiothiazole). Run in C1CCOC1 (THF). Run at time 20 hour. Yields the product NC1=CC(C=C2N1CCS2)=O (5-Amino-2,3-dihydrothiazolo[3,2-a]pyridin-7-one). The yield is 50.8%. RXN SMILES: C([N-]C(C)C)(C)C.[Li+].[Li]CCCC.C(NC(C)C)(C)C.[CH3:21][C:22]1[O:26][N:25]=[CH:24][CH:23]=1.CS[C:29]1[S:30][CH2:31][CH2:32][N:33]=1>C1COCC1>[NH2:25][C:24]1[N:33]2[CH2:32][CH2:31][S:30][C:29]2=[CH:21][C:22](=[O:26])[CH:23]=1 |f:0.1|. Procedure: To a solution of lithium diisopropylamide (LDA), prepared from n-BuLi (106.6 ml, 0.16M) and diisopropylamine (16.7 g, 23.1 ml, 0.16M), in dry THF (100 ml) was added under N2 at -10° C., 5-methylisoxazole (6.8 g, 0.08M). The resultant yellow suspension was mechanically stirred at -10° C. for 30 min before the 4,5-dihydro-2-methylthiothiazole (11 g, 0.08M) was added dropwise. After the addition was complete, an orange oil separated, and the mixture was allowed to warm to ambient over a period of 2... Starting materials: CCO, CCOc1nc(C(=O)OC)cc(N)c1Cl, Cl, [Li+], [OH-], O. Yields the product CCOc1nc(C(=O)O)cc(N)c1Cl. As a reaction SMILES: [CH2:20]([OH:21])[CH3:22].[CH3:1][O:2][C:3](=[O:4])[c:5]1[n:6][c:7]([O:13][CH2:14][CH3:15])[c:8]([Cl:12])[c:9]([NH2:11])[cH:10]1.[ClH:18].[Li+:17].[OH-:16].[OH2:19]>>[O:2]=[C:3]([OH:4])[c:5]1[n:6][c:7]([O:13][CH2:14][CH3:15])[c:8]([Cl:12])[c:9]([NH2:11])[cH:10]1. Starting materials: Cc1onc(-c2ccccc2)c1C(=O)Cl, CCOC(C)=O, Cc1cc(O)c2ccccc2n1, c1ccncc1. The product is Cc1onc(-c2ccccc2)c1C(=O)O. As a reaction SMILES: [CH3:1][c:2]1[c:3]([C:13](=[O:14])[Cl:15])[c:4](-[c:7]2[cH:8][cH:9][cH:10][cH:11][cH:12]2)[n:5][o:6]1.[CH3:34][CH2:35][O:36][C:37](=[O:38])[CH3:39].[OH:16][c:17]1[c:18]2[c:19]([cH:20][cH:21][cH:22][cH:23]2)[n:24][c:25]([CH3:26])[cH:27]1.[cH:28]1[cH:29][cH:30][n:31][cH:32][cH:33]1>>[CH3:1][c:2]1[c:3]([C:13]([OH:14])=[O:16])[c:4](-[c:7]2[cH:8][cH:9][cH:10][cH:11][cH:12]2)[n:5][o:6]1. Procedure: Synthesized as described in Example 70B from 4-[(2-{[4-(methyloxy)phenyl]oxy}ethyl)amino]-2-(trifluoromethyl)benzonitrile, excluding TFA deprotection of tert-butyl ester. Purified by flash chromatography (EtOAc/hexanes), obtained as a colorless gum: MS (APCI) m/z 451 (M+1). Product: C(#N)C1=C(C=C(C=C1)N(CC(=O)OC(C)(C)C)CCOC1=CC=C(C=C1)OC)C(F)(F)F (1,1-Dimethylethyl N-[4-cyano-3-(trifluoromethyl)phenyl]-N-(2-{[4-(methyloxy)phenyl]oxy}ethyl)glycinate). RXN SMILES: [CH3:1][O:2][C:3]1[CH:8]=[CH:7][C:6]([O:9][CH2:10][CH2:11][NH:12][C:13]2[CH:20]=[CH:19][C:16]([C:17]#[N:18])=[C:15]([C:21]([F:24])([F:23])[F:22])[CH:14]=2)=[CH:5][CH:4]=1.[C:25]([OH:31])([C:27](F)(F)F)=[O:26]>>[C:17]([C:16]1[CH:19]=[CH:20][C:13]([N:12]([CH2:11][CH2:10][O:9][C:6]2[CH:7]=[CH:8][C:3]([O:2][CH3:1])=[CH:4][CH:5]=2)[CH2:27][C:25]([O:31][C:15]([CH3:21])([CH3:16])[CH3:14])=[O:26])=[CH:14][C:15]=1[C:21]([F:22])([F:23])[F:24])#[N:18]. Reactants: COC1=CC=C(C=C1)OCCNC1=CC(=C(C#N)C=C1)C(F)(F)F (4-[(2-{[4-(methyloxy)phenyl]oxy}ethyl)amino]-2-(trifluoromethyl)benzonitrile), C(=O)(C(F)(F)F)O (TFA), tert-butyl ester.